Dataset: the Open Reaction Database (ORD), a public repository of structured organic reaction records. Task: describe an organic reaction: reactants, conditions, products, and yield Starting materials: CC(C)(C)OC(=O)N1CCC(c2ccc(CC(=O)O)cc2)C(OCc2ccc3ccccc3c2)C1, ClCCl, C=[N+]=[N-]. The product is COC(=O)Cc1ccc(C2CCN(C(=O)OC(C)(C)C)CC2OCc2ccc3ccccc3c2)cc1. RXN SMILES: [C:1]([CH3:2])([CH3:3])([CH3:4])[O:5][C:6](=[O:7])[N:8]1[CH2:9][CH:10]([O:24][CH2:25][c:26]2[cH:27][c:28]3[cH:29][cH:30][cH:31][cH:32][c:33]3[cH:34][cH:35]2)[CH:11]([c:14]2[cH:15][cH:16][c:17]([CH2:20][C:21](=[O:22])[OH:23])[cH:18][cH:19]2)[CH2:12][CH2:13]1.[CH2:39]([Cl:40])[Cl:41].[N+:36](=[N-:37])=[CH2:38]>>[C:1]([CH3:2])([CH3:3])([CH3:4])[O:5][C:6](=[O:7])[N:8]1[CH2:9][CH:10]([O:24][CH2:25][c:26]2[cH:27][c:28]3[cH:29][cH:30][cH:31][cH:32][c:33]3[cH:34][cH:35]2)[CH:11]([c:14]2[cH:15][cH:16][c:17]([CH2:20][C:21]([O:22][CH3:38])=[O:23])[cH:18][cH:19]2)[CH2:12][CH2:13]1. The reactants are CC(=O)OC1CCC2(C)C(CCC3C2CCC2(C)C(C(C)=O)CCC32)C1, CO, [O-][Cl+3]([O-])([O-])O. The product is CC(=O)C1CCC2C3CCC4CC(O)CCC4(C)C3CCC12C. RXN SMILES: [C:1](=[O:2])([CH3:3])[O:4][CH:5]1[CH2:6][CH:7]2[CH2:8][CH2:9][CH:10]3[CH:11]4[CH2:12][CH2:13][CH:14]([C:15]([CH3:16])=[O:17])[C:18]4([CH3:26])[CH2:19][CH2:20][CH:21]3[C:22]2([CH3:25])[CH2:23][CH2:24]1.[CH3:32][OH:33].[Cl+3:27]([OH:28])([O-:29])([O-:30])[O-:31]>>[OH:4][CH:5]1[CH2:6][CH:7]2[CH2:8][CH2:9][CH:10]3[CH:11]4[CH2:12][CH2:13][CH:14]([C:15]([CH3:16])=[O:17])[C:18]4([CH3:26])[CH2:19][CH2:20][CH:21]3[C:22]2([CH3:25])[CH2:23][CH2:24]1. The reactants are O1CCC(CC1)NC(C)C1=NC=2N(C(=C1)N(COCC[Si](C)(C)C)COCC[Si](C)(C)C)N=CC2 (5-(1-(tetrahydro-2H-pyran-4-ylamino)ethyl)-N,N-bis((2-(trimethylsilyl)ethoxy)methyl)pyrazolo[1,5-a]pyrimidin-7-amine), C1CC(=O)N(C1=O)I (NIS), S(=S)(=O)([O-])[O-].[Na+].[Na+] (sodium thiosulfate). Solvent: C(C)#N (acetonitrile), C(C)#N (acetonitrile). Reaction conditions: time 10 minute. The product is IC=1C=NN2C1N=C(C=C2N(COCC[Si](C)(C)C)COCC[Si](C)(C)C)C(C)NC2CCOCC2 (3-iodo-5-(1-(tetrahydro-2H-pyran-4-ylamino)ethyl)-N,N-bis((2-(trimethylsilyl)ethoxy)methyl)pyrazolo[1,5-a]pyrimidin-7-amine). The yield is 67.5%. RXN SMILES: [O:1]1[CH2:6][CH2:5][CH:4]([NH:7][CH:8]([C:10]2[CH:15]=[C:14]([N:16]([CH2:25][O:26][CH2:27][CH2:28][Si:29]([CH3:32])([CH3:31])[CH3:30])[CH2:17][O:18][CH2:19][CH2:20][Si:21]([CH3:24])([CH3:23])[CH3:22])[N:13]3[N:33]=[CH:34][CH:35]=[C:12]3[N:11]=2)[CH3:9])[CH2:3][CH2:2]1.C1C(=O)N([I:43])C(=O)C1.S([O-])([O-])(=O)=S.[Na+].[Na+]>C(#N)C>[I:43][C:35]1[CH:34]=[N:33][N:13]2[C:14]([N:16]([CH2:25][O:26][CH2:27][CH2:28][Si:29]([CH3:32])([CH3:31])[CH3:30])[CH2:17][O:18][CH2:19][CH2:20][Si:21]([CH3:24])([CH3:22])[CH3:23])=[CH:15][C:10]([CH:8]([NH:7][CH:4]3[CH2:5][CH2:6][O:1][CH2:2][CH2:3]3)[CH3:9])=[N:11][C:12]=12 |f:2.3.4|. Reported procedure: To a solution of 5-(1-(tetrahydro-2H-pyran-4-ylamino)ethyl)-N,N-bis((2-(trimethylsilyl)ethoxy)methyl)pyrazolo[1,5-a]pyrimidin-7-amine (0.17 g, 0.32 mmol) in acetonitrile (15 ml) at 0° C. was added NIS (78 mg, 0.35 mmol) and stirring continued for 10 minutes. LC/MS showed no starting material (M.W=521) remaining. Saturated sodium thiosulfate solution (˜0.5 ml) was added and stirring continued for 5 minutes. After the acetonitrile was rotoevaporated, the aqueous phase was extracted with DCM (25 ml... Reactants: Cc1cc(CC(NC(=O)OC(C)(C)C)c2ncc[nH]2)cc2cn(COCC[Si](C)(C)C)nc12, O=C([O-])[O-], CN(C)C=O, Cc1cc(CCl)cc(Cl)n1, [Cs+], [Cs+]. The product is Cc1cc(Cn2ccnc2C(Cc2cc(C)c3nn(COCC[Si](C)(C)C)cc3c2)NC(=O)OC(C)(C)C)cc(Cl)n1. As a reaction SMILES: [C:1]([CH3:2])([CH3:3])([CH3:4])[O:5][C:6]([NH:7][CH:8]([CH2:9][c:10]1[cH:11][c:12]2[cH:13][n:14]([CH2:20][O:21][CH2:22][CH2:23][Si:24]([CH3:25])([CH3:26])[CH3:27])[n:15][c:16]2[c:17]([CH3:19])[cH:18]1)[c:28]1[nH:29][cH:30][cH:31][n:32]1)=[O:33].[C:44](=[O:45])([O-:46])[O-:47].[CH3:50][N:51]([CH3:52])[CH:53]=[O:54].[Cl:34][c:35]1[n:36][c:37]([CH3:43])[cH:38][c:39]([CH2:41][Cl:42])[cH:40]1.[Cs+:48].[Cs+:49]>>[C:1]([CH3:2])([CH3:3])([CH3:4])[O:5][C:6]([NH:7][CH:8]([CH2:9][c:10]1[cH:11][c:12]2[cH:13][n:14]([CH2:20][O:21][CH2:22][CH2:23][Si:24]([CH3:25])([CH3:26])[CH3:27])[n:15][c:16]2[c:17]([CH3:19])[cH:18]1)[c:28]1[n:29][cH:30][cH:31][n:32]1[CH2:41][c:39]1[cH:38][c:37]([CH3:43])[n:36][c:35]([Cl:34])[cH:40]1)=[O:33].